Dataset: the Open Reaction Database (ORD), a public repository of structured organic reaction records. Task: describe an organic reaction: reactants, conditions, products, and yield The reactants are O=C([O-])O, CCc1ccc(Cc2cc(C3(O)CC(COCc4ccccc4)C(OCc4ccccc4)C(OCc4ccccc4)C3OCc3ccccc3)ccc2OC)cc1, CC[SiH](CC)CC, ClCCl, [Na+]. Yields the product CCc1ccc(Cc2cc(C3CC(COCc4ccccc4)C(OCc4ccccc4)C(OCc4ccccc4)C3OCc3ccccc3)ccc2OC)cc1. RXN SMILES: [C:65](=[O:66])([O-:67])[OH:68].[CH2:1]([c:2]1[cH:3][cH:4][cH:5][cH:6][cH:7]1)[O:8][CH:9]1[C:10]([OH:40])([c:41]2[cH:42][c:43]([CH2:49][c:50]3[cH:51][cH:52][c:53]([CH2:56][CH3:57])[cH:54][cH:55]3)[c:44]([O:47][CH3:48])[cH:45][cH:46]2)[CH2:11][CH:12]([CH2:31][O:32][CH2:33][c:34]2[cH:35][cH:36][cH:37][cH:38][cH:39]2)[CH:13]([O:23][CH2:24][c:25]2[cH:26][cH:27][cH:28][cH:29][cH:30]2)[CH:14]1[O:15][CH2:16][c:17]1[cH:18][cH:19][cH:20][cH:21][cH:22]1.[CH2:58]([SiH:59]([CH2:60][CH3:61])[CH2:62][CH3:63])[CH3:64].[CH2:70]([Cl:71])[Cl:72].[Na+:69]>>[CH2:1]([c:2]1[cH:3][cH:4][cH:5][cH:6][cH:7]1)[O:8][CH:9]1[CH:10]([c:41]2[cH:42][c:43]([CH2:49][c:50]3[cH:51][cH:52][c:53]([CH2:56][CH3:57])[cH:54][cH:55]3)[c:44]([O:47][CH3:48])[cH:45][cH:46]2)[CH2:11][CH:12]([CH2:31][O:32][CH2:33][c:34]2[cH:35][cH:36][cH:37][cH:38][cH:39]2)[CH:13]([O:23][CH2:24][c:25]2[cH:26][cH:27][cH:28][cH:29][cH:30]2)[CH:14]1[O:15][CH2:16][c:17]1[cH:18][cH:19][cH:20][cH:21][cH:22]1. Starting materials: NC[C@@H]1CN(CCO[C@H]1C1=CC(=C(C=C1)Cl)Cl)C(=O)OC(C)(C)C (tert-butyl (6R,7R)-6-(aminomethyl)-7-(3,4-dichlorophenyl)-1,4-oxazepane-4-carboxylate), O=C1N(CCC1)CC(=O)O ((2-oxopyrrolidin-1-yl)acetic acid). Product: Cl.ClC=1C=C(C=CC1Cl)[C@H]1[C@@H](CNCCO1)CNC(CN1C(CCC1)=O)=O (N-{[(6S,7R)-7-(3,4-dichlorophenyl)-1,4-oxazepan-6-yl]methyl}-2-(2-oxopyrrolidin-1-yl)acetamide monohydrochloride). As a reaction SMILES: [NH2:1][CH2:2][C@H:3]1[C@H:9]([C:10]2[CH:15]=[CH:14][C:13]([Cl:16])=[C:12]([Cl:17])[CH:11]=2)[O:8][CH2:7][CH2:6][N:5](C(OC(C)(C)C)=O)[CH2:4]1.[O:25]=[C:26]1[CH2:30][CH2:29][CH2:28][N:27]1[CH2:31][C:32](O)=[O:33]>>[ClH:16].[Cl:17][C:12]1[CH:11]=[C:10]([C@@H:9]2[O:8][CH2:7][CH2:6][NH:5][CH2:4][C@H:3]2[CH2:2][NH:1][C:32](=[O:33])[CH2:31][N:27]2[CH2:28][CH2:29][CH2:30][C:26]2=[O:25])[CH:15]=[CH:14][C:13]=1[Cl:16] |f:2.3|. Procedure details: Using tert-butyl (6R,7R)-6-(aminomethyl)-7-(3,4-dichlorophenyl)-1,4-oxazepane-4-carboxylate and (2-oxopyrrolidin-1-yl)acetic acid, and by a method similar to that in Example 39, the title compound was obtained. The reactants are CC(C)=O, O=C(O)c1cc(S(=O)(=O)Cl)ccc1F, [Na+], [Na+], [Na+], [Na+], O=C([O-])[O-], O, O=S([O-])[O-]. Product: CS(=O)(=O)c1ccc(F)c(C(=O)O)c1. RXN SMILES: [CH3:21][C:22](=[O:23])[CH3:24].[Cl:7][S:8](=[O:9])(=[O:10])[c:11]1[cH:12][cH:13][c:14]([F:20])[c:15]([C:16](=[O:17])[OH:18])[cH:19]1.[Na+:26].[Na+:27].[Na+:5].[Na+:6].[O-:28][C:29](=[O:30])[O-:31].[OH2:25].[S:1]([O-:2])([O-:3])=[O:4]>>[S:8](=[O:9])(=[O:10])([c:11]1[cH:12][cH:13][c:14]([F:20])[c:15]([C:16](=[O:17])[OH:18])[cH:19]1)[CH3:21]. Reactants: COC(=O)c1ccc(CCCc2c(C)[nH]c3ccccc23)cc1, BrC(c1ccccc1)c1ccccc1, [H-], [Na+], CN(C)C=O, O. The product is COC(=O)c1ccc(CCCc2c(C)n(C(c3ccccc3)c3ccccc3)c3ccccc23)cc1. Reaction SMILES: [CH3:1][O:2][C:3]([c:4]1[cH:5][cH:6][c:7]([CH2:10][CH2:11][CH2:12][c:13]2[c:14]([CH3:22])[nH:15][c:16]3[cH:17][cH:18][cH:19][cH:20][c:21]23)[cH:8][cH:9]1)=[O:23].[CH:26]([c:27]1[cH:28][cH:29][cH:30][cH:31][cH:32]1)([c:33]1[cH:34][cH:35][cH:36][cH:37][cH:38]1)[Br:39].[H-:25].[Na+:24].[O:41]=[CH:42][N:43]([CH3:44])[CH3:45].[OH2:40]>>[CH3:1][O:2][C:3]([c:4]1[cH:5][cH:6][c:7]([CH2:10][CH2:11][CH2:12][c:13]2[c:14]([CH3:22])[n:15]([CH:26]([c:27]3[cH:28][cH:29][cH:30][cH:31][cH:32]3)[c:33]3[cH:34][cH:35][cH:36][cH:37][cH:38]3)[c:16]3[cH:17][cH:18][cH:19][cH:20][c:21]23)[cH:8][cH:9]1)=[O:23]. Starting materials: CN1CCc2[nH]c3ccc(Cl)cc3c2CC1, [H-], [Na+], c1cncc(C2CO2)c1, CN(C)C=O. The product is CN1CCc2c(n(CC(O)c3cccnc3)c3ccc(Cl)cc23)CC1. Reaction SMILES: [Cl:3][c:4]1[cH:5][c:6]2[c:7]3[c:8]([nH:9][c:10]2[cH:11][cH:12]1)[CH2:13][CH2:14][N:15]([CH3:18])[CH2:16][CH2:17]3.[H-:1].[Na+:2].[O:19]1[CH:20]([c:22]2[cH:23][n:24][cH:25][cH:26][cH:27]2)[CH2:21]1.[O:28]=[CH:29][N:30]([CH3:31])[CH3:32]>>[Cl:3][c:4]1[cH:5][c:6]2[c:7]3[c:8]([n:9]([CH2:21][CH:20]([OH:19])[c:22]4[cH:23][n:24][cH:25][cH:26][cH:27]4)[c:10]2[cH:11][cH:12]1)[CH2:13][CH2:14][N:15]([CH3:18])[CH2:16][CH2:17]3. Starting materials: CC12C3(CCC=C(C3(CCC1)CC2)C)C (1,2,6-trimethyltricyclo[5,3,2,02,7 ]dodeca-5-ene), C([O-])([O-])=O.[Na+].[Na+] (sodium carbonate), C(C)(=O)O (acetic acid), C(C)(=O)OO (peracetic acid). Solvent: O (water), ClCCl (dichloromethane). Conditions: time 2 hour. Yields the product CCCCC=CCCCCCC (dodeca-5-ene). As a reaction SMILES: C[C:2]12[CH2:13][CH2:12][C:8]3([CH2:9][CH2:10][CH2:11]1)[C:3]2(C)[CH2:4][CH2:5][CH:6]=[C:7]3C.C(=O)([O-])[O-].[Na+].[Na+].C(O)(=O)C.C(OO)(=O)C>O.ClCCl>[CH3:7][CH2:6][CH2:5][CH2:4][CH:3]=[CH:2][CH2:11][CH2:10][CH2:9][CH2:8][CH2:12][CH3:13] |f:1.2.3|. Reported procedure: A mixture of 20.4 g (0.1 mole) of 1,2,6-trimethyltricyclo[5,3,2,02,7 ]dodeca-5-ene and 17 g of sodium carbonate was added to 100 ml of dichloromethane, and the materils were mixed and stirred while keeping the temperature at 0° to 5°C. Then, 20.8 g (0.11 mole) of an acetic acid solution containing 40% peracetic acid was added dropwise thereto over a period of 2 hours at that temperature. The materials were stirred at that temperature for 2 hours, and further stirred at room temperature for 3 add... Reactants: C(\C=C\C(=O)O)(=O)O (fumaric acid), ClC1=CC=C(C=C1)C1=CCCNC12CCCCC2 (5-(4-chlorophenyl)-1-azaspiro[5.5]undec-4-ene). Run in CCOCC (ether), CO (methanol). Yields the product C(\C=C\C(=O)O)(=O)O.ClC1=CC=C(C=C1)C1=CCCNC12CCCCC2 (5-(4-chlorophenyl)-1-azaspiro[5.5]undec-4-ene fumarate). RXN SMILES: [C:1]([OH:8])(=[O:7])/[CH:2]=[CH:3]/[C:4]([OH:6])=[O:5].[Cl:9][C:10]1[CH:15]=[CH:14][C:13]([C:16]2[C:21]3([CH2:26][CH2:25][CH2:24][CH2:23][CH2:22]3)[NH:20][CH2:19][CH2:18][CH:17]=2)=[CH:12][CH:11]=1>CO.CCOCC>[C:1]([OH:8])(=[O:7])/[CH:2]=[CH:3]/[C:4]([OH:6])=[O:5].[Cl:9][C:10]1[CH:15]=[CH:14][C:13]([C:16]2[C:21]3([CH2:22][CH2:23][CH2:24][CH2:25][CH2:26]3)[NH:20][CH2:19][CH2:18][CH:17]=2)=[CH:12][CH:11]=1 |f:4.5|. Procedure: A solution of fumaric acid (0.4 g) in methanol (35 ml) was added to a solution of 5-(4-chlorophenyl)-1-azaspiro[5.5]undec-4-ene (1.0 g, prepared in a similar manner to that described in Example 14) in ether (25 ml). The solvents were removed in vacuo and the residue was triturated with ether to yield a white solid, which was collected by filtration and dried in vacuo at ambient temperature to give 5-(4-chlorophenyl)-1-azaspiro[5.5]undec-4-ene fumarate as a white solid. Yield 1.1 g, mp 175°-180.5... Reactants: [Br-], C[Sn](C)(C)Cl, [Cl-], [NH4+], C1CCOC1, O, Cc1ccc([Mg+])cc1. The product is Cc1ccc([Sn](C)(C)C)cc1. RXN SMILES: [Br-:1].[CH3:10][Sn:11]([CH3:12])([CH3:13])[Cl:14].[Cl-:15].[NH4+:16].[O:18]1[CH2:19][CH2:20][CH2:21][CH2:22]1.[OH2:17].[c:2]1([CH3:9])[cH:3][cH:4][c:5]([Mg+:8])[cH:6][cH:7]1>>[c:2]1([CH3:9])[cH:3][cH:4][c:5]([Sn:11]([CH3:10])([CH3:12])[CH3:13])[cH:6][cH:7]1.